From a dataset of the Open Reaction Database (ORD), a public repository of structured organic reaction records. describe an organic reaction: reactants, conditions, products, and yield Starting materials: NC1=C(C2=C(CNCC2)S1)C(C1=CC=C(C=C1)C1=CC=CC=C1)=O (2-Amino-3-(4-phenylbenzoyl)-4,5,6,7-tetrahydrothieno(2,3-c)pyridine), C(C1=CC=CC=C1)OC(=O)Cl (benzyloxycarbonyl chloride). Solvent: C(C)N(CC)CC (triethylamine). The product is NC1=C(C2=C(CN(CC2)C(=O)OCC2=CC=CC=C2)S1)C(C1=CC=C(C=C1)C1=CC=CC=C1)=O (2-amino-3-(4-phenylbenzoyl)-6-(benzyloxycarbonyl)-4,5,6,7-tetrahydrothieno(2,3-c)pyridine). As a reaction SMILES: [NH2:1][C:2]1[S:10][C:5]2[CH2:6][NH:7][CH2:8][CH2:9][C:4]=2[C:3]=1[C:11](=[O:24])[C:12]1[CH:17]=[CH:16][C:15]([C:18]2[CH:23]=[CH:22][CH:21]=[CH:20][CH:19]=2)=[CH:14][CH:13]=1.[CH2:25]([O:32][C:33](Cl)=[O:34])[C:26]1[CH:31]=[CH:30][CH:29]=[CH:28][CH:27]=1>C(N(CC)CC)C>[NH2:1][C:2]1[S:10][C:5]2[CH2:6][N:7]([C:33]([O:32][CH2:25][C:26]3[CH:31]=[CH:30][CH:29]=[CH:28][CH:27]=3)=[O:34])[CH2:8][CH2:9][C:4]=2[C:3]=1[C:11](=[O:24])[C:12]1[CH:17]=[CH:16][C:15]([C:18]2[CH:19]=[CH:20][CH:21]=[CH:22][CH:23]=2)=[CH:14][CH:13]=1. Procedure details: 2-Amino-3-(4-phenylbenzoyl)-4,5,6,7-tetrahydrothieno(2,3-c)pyridine was reacted with benzyloxycarbonyl chloride and triethylamine to afford the title compound as a solid (mp 83-85° C.). 1H NMR (CDCl3) 2.05 (m, 2H); 3.45 (m, 2H); 4.46 (s, 2H); 5.15 (s, 2H); 6.72 (bs, 2H) 7.35-7.66 (m, 14H)